The task is: describe an organic reaction: reactants, conditions, products, and yield. This data is from the Open Reaction Database (ORD), a public repository of structured organic reaction records. Reactants: CCO, [Cl-], CCCSc1ccc(F)cc1[N+](=O)[O-], [NH4+], O, [Zn]. Product: CCCSc1ccc(F)cc1N. RXN SMILES: [CH3:17][CH2:18][OH:19].[Cl-:15].[F:1][c:2]1[cH:3][c:4]([N+:12]([O-:13])=[O:14])[c:5]([S:8][CH2:9][CH2:10][CH3:11])[cH:6][cH:7]1.[NH4+:16].[OH2:20].[Zn:21]>>[F:1][c:2]1[cH:3][c:4]([NH2:12])[c:5]([S:8][CH2:9][CH2:10][CH3:11])[cH:6][cH:7]1. Product: C12(CC3CC(CC(C1)C3)C2)OCC2=C(N=C(N2)C23CCC(CC2)CC3)C(=O)NC=3C=CC(=C(C(=O)O)C3)C (5-{[5-(Adamantan-1-yloxymethyl)-2-bicyclo[2.2.2]oct-1-yl-1H-imidazole-4-carbonyl]-amino}-2-methyl-benzoic Acid). Reaction SMILES: [Cr](Cl)([O-])(=O)=O.[NH+:6]1C=CC=CC=1.[C:12]12([CH2:20]O)[CH2:19][CH2:18][CH:15]([CH2:16][CH2:17]1)[CH2:14][CH2:13]2.[CH:22]1([CH:28]=O)[CH2:27][CH2:26][CH2:25][CH2:24][CH2:23]1.C([O:37][C:38](=[O:47])[C:39]1[CH:44]=[C:43]([NH2:45])[CH:42]=[CH:41][C:40]=1[CH3:46])C1C=CC=CC=1.C(OC(=O)[C:57]1[CH:62]=[CH:61]C=C(N)C=1)C1C=CC=CC=1.C[NH:66][CH2:67][C@@H:68]([C@H]([C@@H]([C@@H](CO)O)O)O)[OH:69].O.[O:79]1[CH2:84][CH2:83]OCC1>>[C:22]12([O:69][CH2:68][C:67]3[NH:66][C:20]([C:12]45[CH2:13][CH2:14][CH:15]([CH2:16][CH2:17]4)[CH2:18][CH2:19]5)=[N:6][C:83]=3[C:84]([NH:45][C:43]3[CH:42]=[CH:41][C:40]([CH3:46])=[C:39]([CH:44]=3)[C:38]([OH:37])=[O:47])=[O:79])[CH2:23][CH:24]3[CH2:25][CH:26]([CH2:61][CH:62]([CH2:57]3)[CH2:28]1)[CH2:27]2 |f:0.1,7.8|. Procedure details: The title compound was prepared according to the procedure of Example 216, with the modification that bicyclo[2.2.2]oct-1-yl-carbaldehyde (prepared by pyridinium chlorochromate oxidation of bicyclo[2.2.2]oct-1-yl-methanol (C. A. Grob, M. Ohta, E. Renk and A. Weiss, Helv. Chim. Acta 1958, 41, 1191)) was used in step d instead of cyclohexanecarboxaldehyde and 5-amino-2-methyl-benzoic acid benzyl ester replaced 3-amino-benzoic acid benzyl ester in step f. 1H NMR (300 MHz, d6-DMSO) 12.05 (1H, br s),... The reactants are O.O1CCOCC1 (water dioxan), C(C1=CC=CC=C1)OC(C1=C(C=CC(=C1)N)C)=O (5-amino-2-methyl-benzoic acid benzyl ester), [Cr](=O)(=O)([O-])Cl.[NH+]1=CC=CC=C1 (pyridinium chlorochromate), C12(CCC(CC1)CC2)CO (bicyclo[2.2.2]oct-1-yl-methanol), C(C1=CC=CC=C1)OC(C1=CC(=CC=C1)N)=O (3-amino-benzoic acid benzyl ester), C1(CCCCC1)C=O (cyclohexanecarboxaldehyde), CNC[C@H](O)[C@@H](O)[C@H](O)[C@H](O)CO (N-methyl-D-glucamine). The reactants are NC1=NC(=C(C(=N1)C=1OC=CC1)C#N)S(=O)C (2-amino-4-furan-2-yl-6-methanesulfinyl-pyrimidine-5-carbonitrile), C1=C(C=CC2=CC=CC=C12)[C@H](C)N ((S)-(−)-1-(2-naphthyl)ethylamine), C1CCC2=NCCCN2CC1 (DBU). Solvent: COCCOC (DME). Yields the product NC1=NC(=C(C(=N1)C=1OC=CC1)C#N)N[C@@H](C)C1=CC2=CC=CC=C2C=C1 ((S)-2-Amino-4-furan-2-yl-6-(1-naphthalen-2-yl-ethylamino)-pyrimidine-5-carbonitrile). RXN SMILES: [NH2:1][C:2]1[N:7]=[C:6]([C:8]2[O:9][CH:10]=[CH:11][CH:12]=2)[C:5]([C:13]#[N:14])=[C:4](S(C)=O)[N:3]=1.[CH:18]1[C:27]2[C:22](=[CH:23][CH:24]=[CH:25][CH:26]=2)[CH:21]=[CH:20][C:19]=1[C@@H:28]([NH2:30])[CH3:29].C1CCN2C(=NCCC2)CC1>COCCOC>[NH2:1][C:2]1[N:7]=[C:6]([C:8]2[O:9][CH:10]=[CH:11][CH:12]=2)[C:5]([C:13]#[N:14])=[C:4]([NH:30][C@H:28]([C:19]2[CH:20]=[CH:21][C:22]3[C:27](=[CH:26][CH:25]=[CH:24][CH:23]=3)[CH:18]=2)[CH3:29])[N:3]=1. Procedure: From 2-amino-4-furan-2-yl-6-methanesulfinyl-pyrimidine-5-carbonitrile, (S)-(−)-1-(2-naphthyl)ethylamine and DBU in DME. ES-MS m/e(%): 356 (M+H+, 100). Starting materials: C(C)N (ethylamine), C(=O)N1CCC(CC1)C(C1=CC=CC=C1)C1=CC=CC=C1 (N-formyl-4-diphenylmethylpiperidine), COS(=O)(=O)OC (dimethylsulfate), [OH-].[Na+] (sodium hydroxide), CCOCC (ether). The solvent is C(Cl)Cl (methylene chloride). Run at time 1.5 hour. Product: O.C(C(=O)O)(=O)O.C1(=CC=CC=C1)C(C1CCN(CC1)C=NCC)C1=CC=CC=C1.C1(=CC=CC=C1)C(C1=CC=CC=C1)C1CCN(CC1)C=NCC.C(C(=O)O)(=O)O (4-(Diphenylmethyl)-1-N-ethyliminomethyl-piperidine oxalate hemihydrate). Reaction SMILES: [CH:1]([N:3]1[CH2:8][CH2:7][CH:6]([CH:9]([C:16]2[CH:21]=[CH:20][CH:19]=[CH:18][CH:17]=2)[C:10]2[CH:15]=[CH:14][CH:13]=[CH:12][CH:11]=2)[CH2:5][CH2:4]1)=[O:2].COS([O:27][CH3:28])(=O)=O.[CH2:29]([NH2:31])[CH3:30].[OH-:32].[Na+].CC[O:36][CH2:37]C>C(Cl)Cl>[OH2:2].[C:28]([OH:27])(=[O:36])[C:1]([OH:2])=[O:32].[C:10]1([CH:9]([C:16]2[CH:21]=[CH:20][CH:19]=[CH:18][CH:17]=2)[CH:6]2[CH2:7][CH2:8][N:3]([CH:1]=[N:31][CH2:29][CH3:30])[CH2:4][CH2:5]2)[CH:15]=[CH:14][CH:13]=[CH:12][CH:11]=1.[C:10]1([CH:9]([CH:6]2[CH2:7][CH2:8][N:3]([CH:1]=[N:31][CH2:29][CH3:30])[CH2:4][CH2:5]2)[C:16]2[CH:21]=[CH:20][CH:19]=[CH:18][CH:17]=2)[CH:15]=[CH:14][CH:13]=[CH:12][CH:11]=1.[C:28]([OH:27])(=[O:2])[C:37]([OH:36])=[O:32] |f:3.4,7.8.9.10.11|. Procedure details: A mixture of 8.00 g (0.029 mole) of N-formyl-4-diphenylmethylpiperidine and 3.61 g (2.67 ml, 0.029 mole) of dimethylsulfate was heated on a steam bath for two hours to give a clear thick syrup. To this material was then added 1.38 g (2.00 ml, 0.031 mole) of ethylamine in 15 ml of methylene chloride. The resulting solution was stirred for 1.5 hours at 25°, stripped, slurried in ether, and treated with 28 ml of 3 N sodium hydroxide solution. The ethereal layer was dried over potassium carbonate, f... Procedure details: A solution of (S)-perhydro-azepine-2-carboxylic acid (5-tert-butyl-isoxazol-3-yl)-amide hydrochloride (prepared according to Method T, step 6) (0.60 g, 4.20 mmol), 1-Bromo-4-chloro-benzene (0.80 g, 4.20 mmol), potassium carbonate (0.87 g, 6.29 mmol) and copper (I) iodide (0.08 g, 0.42 mmol) in DMA (10.0 mL), is heated at 100° C. in a sealed tube for 48 hours. The reaction mixture is diluted with EtOAc and washed with water. The water phase is acidified with 1N HCl and then extracted with EtOAc. ... Starting materials: Cl.C(C)(C)(C)C1=CC(=NO1)NC(=O)[C@H]1NCCCCC1 ((S)-perhydro-azepine-2-carboxylic acid (5-tert-butyl-isoxazol-3-yl)-amide hydrochloride), BrC1=CC=C(C=C1)Cl (1-Bromo-4-chloro-benzene), C([O-])([O-])=O.[K+].[K+] (potassium carbonate). Reagents/catalysts: [Cu]I (copper (I) iodide). Solvent: CCOC(=O)C (EtOAc), CC(=O)N(C)C (DMA). RXN SMILES: Cl.C(C1ON=C(N[C:12]([C@@H:14]2[CH2:20][CH2:19][CH2:18][CH2:17][CH2:16][NH:15]2)=[O:13])C=1)(C)(C)C.Br[C:22]1[CH:27]=[CH:26][C:25]([Cl:28])=[CH:24][CH:23]=1.C(=O)([O-])[O-:30].[K+].[K+]>CC(N(C)C)=O.CCOC(C)=O.[Cu]I>[Cl:28][C:25]1[CH:26]=[CH:27][C:22]([N:15]2[CH2:16][CH2:17][CH2:18][CH2:19][CH2:20][C@H:14]2[C:12]([OH:13])=[O:30])=[CH:23][CH:24]=1 |f:0.1,3.4.5|. The product is ClC1=CC=C(C=C1)N1[C@@H](CCCCC1)C(=O)O ((S)-1-(4-Chloro-phenyl)-azepane-2-carboxylic acid). Reactants: O=C([O-])[O-], CNCCc1ccc2c(c1)S(=O)CN2C, ClCCBr, [K+], [K+], C1COCCO1. Product: CN(CCCl)CCc1ccc2c(c1)S(=O)CN2C. Reaction SMILES: [C:20](=[O:21])([O-:22])[O-:23].[CH3:1][N:2]1[CH2:3][S:4](=[O:15])[c:5]2[c:6]1[cH:7][cH:8][c:9]([CH2:11][CH2:12][NH:13][CH3:14])[cH:10]2.[Cl:16][CH2:17][CH2:18][Br:19].[K+:24].[K+:25].[O:26]1[CH2:27][CH2:28][O:29][CH2:30][CH2:31]1>>[CH3:1][N:2]1[CH2:3][S:4](=[O:15])[c:5]2[c:6]1[cH:7][cH:8][c:9]([CH2:11][CH2:12][N:13]([CH3:14])[CH2:18][CH2:17][Cl:16])[cH:10]2. Starting materials: COCC(=O)NC1=NC=CC(=C1)OC1=CC(=C(C=C1)[N+](=O)[O-])C (2-methoxy-N-(4-(3-methyl-4-nitrophenoxy)pyridin-2-yl)acetamide), [H][H] (hydrogen). The reagents and catalysts are [Pt] (Pt/C). The solvent is CO (MeOH), CC(=O)O (AcOH). Product: NC1=C(C=C(OC2=CC(=NC=C2)NC(COC)=O)C=C1)C (N-(4-(4-Amino-3-methylphenoxy)pyridin-2-yl)-2-methoxyacetamide). As a reaction SMILES: [CH3:1][O:2][CH2:3][C:4]([NH:6][C:7]1[CH:12]=[C:11]([O:13][C:14]2[CH:19]=[CH:18][C:17]([N+:20]([O-])=O)=[C:16]([CH3:23])[CH:15]=2)[CH:10]=[CH:9][N:8]=1)=[O:5].[H][H]>CO.CC(O)=O.[Pt]>[NH2:20][C:17]1[CH:18]=[CH:19][C:14]([O:13][C:11]2[CH:10]=[CH:9][N:8]=[C:7]([NH:6][C:4](=[O:5])[CH2:3][O:2][CH3:1])[CH:12]=2)=[CH:15][C:16]=1[CH3:23]. Procedure details: A solution of 2-methoxy-N-(4-(3-methyl-4-nitrophenoxy)pyridin-2-yl)acetamide (208 mg, 0.656 mmol) in a mixture of MeOH (10.0 mL) and AcOH (0.5 mL) was subjected to hydrogenation by passage through a Thales H-cube (1.0 mL min−1, 40° C., 55 mm 10% Pt/C Cat-Cart, full hydrogen mode) and was then evaporated in vacuo to afford the title compound, Intermediate H3, (192 mg, 97%); Rt 1.19 min (Method 2); m/z 288 (M+H)+ (ES+); which was used directly in the next step (below).